Dataset: the Open Reaction Database (ORD), a public repository of structured organic reaction records. Task: describe an organic reaction: reactants, conditions, products, and yield Starting materials: C(C)(C)(C)O[AlH-](OC(C)(C)C)OC(C)(C)C.[Li+] (Lithium tri-tert-butoxyaluminohydride), [Cl-].[NH4+] (ammonium chloride), ClC1=CC=C(C(=O)OC[C@H]2OC([C@]([C@@H]2OC(C2=CC=C(C=C2)Cl)=O)(C)F)=O)C=C1 (((2R,3R,4R)-3-(4-chlorobenzoyloxy)-4-fluoro-4-methyl-5-oxotetrahydrofuran-2-yl)methyl 4-chlorobenzoate), C(C)(=O)OCC (Ethyl acetate). Solvent: O (water), C1CCOC1 (THF), CO (methanol). Reaction conditions: temperature -20 celsius, time 1 hour. Product: ClC1=CC=C(C(=O)OC[C@H]2O[C@H]([C@]([C@@H]2OC(C2=CC=C(C=C2)Cl)=O)(C)F)O)C=C1 (((2R,3R,4R,5R)-3-(4-chlorobenzoyloxy)-4-fluoro-5-hydroxy-4-methyltetrahydrofuran-2-yl)methyl 4-chlorobenzoate). RXN SMILES: [Cl:1][C:2]1[CH:29]=[CH:28][C:5]([C:6]([O:8][CH2:9][C@@H:10]2[C@@H:14]([O:15][C:16](=[O:24])[C:17]3[CH:22]=[CH:21][C:20]([Cl:23])=[CH:19][CH:18]=3)[C@:13]([F:26])([CH3:25])[C:12](=[O:27])[O:11]2)=[O:7])=[CH:4][CH:3]=1.C(O[AlH-](OC(C)(C)C)OC(C)(C)C)(C)(C)C.[Li+].C(OCC)(=O)C.[Cl-].[NH4+]>C1COCC1.CO.O>[Cl:1][C:2]1[CH:3]=[CH:4][C:5]([C:6]([O:8][CH2:9][C@@H:10]2[C@@H:14]([O:15][C:16](=[O:24])[C:17]3[CH:22]=[CH:21][C:20]([Cl:23])=[CH:19][CH:18]=3)[C@:13]([F:26])([CH3:25])[C@H:12]([OH:27])[O:11]2)=[O:7])=[CH:28][CH:29]=1 |f:1.2,4.5|. Reported procedure: To a 1 liter dry round-bottomed flask was loaded ((2R,3R,4R)-3-(4-chlorobenzoyloxy)-4-fluoro-4-methyl-5-oxotetrahydrofuran-2-yl)methyl 4-chlorobenzoate (1b, 50.0 g, 113 mmol) and the solid was dissolved in anhydrous THF (200 mL). The solution was cooled to −20° C. Lithium tri-tert-butoxyaluminohydride (1.0 M in THF) (170 mL, 170 mmol) was added via an addition funnel over 20 min and the resulting mixture was stirred for an additional one hour at −20° C. Ethyl acetate (120 mL) was added and the m... The reactants are FC1=C(C=C(C=C1)[N+](=O)[O-])O (2-fluoro-5-nitrophenol), C([O-])([O-])=O.[K+].[K+] (potassium carbonate), C([O-])([O-])=O.[K+].[K+] (potassium carbonate), S(=O)(=O)(OC)[O-] (methyl sulphate), S(=O)(=O)(OC)[O-] (methyl sulphate). Product: FC1=C(C=C(C=C1)[N+](=O)[O-])OC (2-Fluoro-5-nitroanisole). Reaction SMILES: [F:1][C:2]1[CH:7]=[CH:6][C:5]([N+:8]([O-:10])=[O:9])=[CH:4][C:3]=1[OH:11].[C:12](=O)([O-])[O-].[K+].[K+].S([O-])(OC)(=O)=O>>[F:1][C:2]1[CH:7]=[CH:6][C:5]([N+:8]([O-:10])=[O:9])=[CH:4][C:3]=1[O:11][CH3:12] |f:1.2.3|. Procedure details: An intimate mixture of 2.0 grams of 2-fluoro-5-nitrophenol, 2.0 grams of potassium carbonate, and 1.0 ml. of methyl sulphate, is heated on the steam bath for 5 minutes and then steam distilled, the volume of liquid in the flask being kept as small as possible. The 2-fluoro-5nitroanisole passes over, and a further quantity is obtained by adding more potassium carbonate (1 gram) and methyl sulphate (0.5 ml.) to the residual liquor, which is then warmed and steam distilled. The 2-fluoro-5-nitroanis... The reactants are CCCc1ccc(N)cc1, CN(C)c1ccc(C=O)cc1. Product: CCCc1ccc(NCc2ccc(N(C)C)cc2)cc1. RXN SMILES: [CH2:12]([CH2:13][CH3:14])[c:15]1[cH:16][cH:17][c:18]([NH2:19])[cH:20][cH:21]1.[CH3:1][N:2]([c:3]1[cH:4][cH:5][c:6]([CH:7]=[O:8])[cH:9][cH:10]1)[CH3:11]>>[CH3:1][N:2]([c:3]1[cH:4][cH:5][c:6]([CH2:7][NH:19][c:18]2[cH:17][cH:16][c:15]([CH2:12][CH2:13][CH3:14])[cH:21][cH:20]2)[cH:9][cH:10]1)[CH3:11]. Reactants: I(=O)(=O)(=O)[O-].[Na+] (sodium metaperiodate), C1(=CC=CC=C1)SCC(CCO)C (4-phenylthio-3-methyl-1-butanol), [Cl-].[Na+] (sodium chloride). The solvent is O (water), CO (methanol). Reaction conditions: time 8 hour. Yields the product C1(=CC=CC=C1)S(=O)CC(CCO)C (4-phenylsulfinyl-3-methyl-1-butanol). As a reaction SMILES: [C:1]1([S:7][CH2:8][CH:9]([CH3:13])[CH2:10][CH2:11][OH:12])[CH:6]=[CH:5][CH:4]=[CH:3][CH:2]=1.I([O-])(=O)(=O)=[O:15].[Na+].[Cl-].[Na+]>CO.O>[C:1]1([S:7]([CH2:8][CH:9]([CH3:13])[CH2:10][CH2:11][OH:12])=[O:15])[CH:6]=[CH:5][CH:4]=[CH:3][CH:2]=1 |f:1.2,3.4|. Procedure: 1.96 g of 4-phenylthio-3-methyl-1-butanol were dissolved in 100 ml of methanol, a solution of 2.57 g of sodium metaperiodate in 50 ml of water added, and the mixture stirred at room temperature overnight. Then, an aqueous solution of sodium chloride was added, the resulting mixture extracted with diethyl ether, the ether layer washed with water and a saturated aqueous solution of sodium chloride and dried over anhydrous magnesium sulfate, and the ether distilled off. There was obtained a slightl... The reactants are CCNCCc1ccccc1, O=CC(Cl)(Cl)Cl. The product is CCN(C=O)CCc1ccccc1. Reaction SMILES: [CH2:1]([CH3:2])[NH:3][CH2:4][CH2:5][c:6]1[cH:7][cH:8][cH:9][cH:10][cH:11]1.[O:12]=[CH:13][C:14]([Cl:15])([Cl:16])[Cl:17]>>[CH2:1]([CH3:2])[N:3]([CH2:4][CH2:5][c:6]1[cH:7][cH:8][cH:9][cH:10][cH:11]1)[CH:13]=[O:12]. Starting materials: OC1C2=C(C=CC3=NC=C(C=C31)C3=CC=CC=C3)C=CC(=C2)NS(=O)(=O)C (N-(5-hydroxy-3-phenyl-5H-benzo[4,5]cyclohepta[1,2-b]pyridin-7-yl)methanesulfonamide), CC(=O)OC(=O)C (Ac2O). Solvent: CC(=O)O (AcOH). Conditions: temperature 120 celsius. The product is C(C)(=O)OC1C2=C(C=CC3=NC=C(C=C31)C3=CC=CC=C3)C=CC(=C2)NS(=O)(=O)C (7-[(methylsulfonyl)amino]-3-phenyl-5H-benzo[4,5]cyclohepta[1,2-b]pyridin-5-yl acetate). RXN SMILES: [OH:1][CH:2]1[C:12]2[C:7](=[N:8][CH:9]=[C:10]([C:13]3[CH:18]=[CH:17][CH:16]=[CH:15][CH:14]=3)[CH:11]=2)[CH:6]=[CH:5][C:4]2[CH:19]=[CH:20][C:21]([NH:23][S:24]([CH3:27])(=[O:26])=[O:25])=[CH:22][C:3]1=2.[CH3:28][C:29](OC(C)=O)=[O:30]>CC(O)=O>[C:29]([O:1][CH:2]1[C:12]2[C:7](=[N:8][CH:9]=[C:10]([C:13]3[CH:14]=[CH:15][CH:16]=[CH:17][CH:18]=3)[CH:11]=2)[CH:6]=[CH:5][C:4]2[CH:19]=[CH:20][C:21]([NH:23][S:24]([CH3:27])(=[O:26])=[O:25])=[CH:22][C:3]1=2)(=[O:30])[CH3:28]. Reported procedure: To a stirred solution of N-(5-hydroxy-3-phenyl-5H-benzo[4,5]cyclohepta[1,2-b]pyridin-7-yl)methanesulfonamide (50 mg, 0.13 mmol) in AcOH (1 mL) was added Ac2O (0.5 mL). The reaction mixture was heated to 120° C. for 1 d, concentrated, and purified by flash chromatography to afford the title compound. 1H NMR (600 MHz, CDCl3) δ 8.83 (s, 1H); 8.11 (s, 1H); 7.18-7.63 (m, 10H); 6.75 (s, 1H); 3.03 (s, 3H); 2.23 (br s, 3H). LRMS (APCI) calc'd for (C23H21N2O4S) [M+H]+, 421.1; found 421.1.